This data is from the Open Reaction Database (ORD), a public repository of structured organic reaction records. The task is: describe an organic reaction: reactants, conditions, products, and yield Reactants: C(C)(C)C(C(C)C)N=CC1=C(C=C(C(=C1)OC)OC)OC ((1-isopropyl-2-methyl-propyl)-(2,4,5-trimethoxy-benzylidene)-amine), C(C)(C)[Li] (isopropyllithium). Solvent: C1CCOC1 (THF). Reaction conditions: temperature -78 celsius, time 30 minute. The product is C(C)(C)C1=C(C=NC(C(C)C)C(C)C)C=C(C(=C1)OC)OC ((2-isopropyl-4,5-dimethoxy-benzylidene)-(1-isopropyl-2-methyl-propyl)-amine). Reaction SMILES: [CH:1]([CH:4]([N:8]=[CH:9][C:10]1[CH:15]=[C:14]([O:16][CH3:17])[C:13]([O:18][CH3:19])=[CH:12][C:11]=1OC)[CH:5]([CH3:7])[CH3:6])([CH3:3])[CH3:2].[CH:22]([Li])([CH3:24])[CH3:23]>C1COCC1>[CH:22]([C:11]1[CH:12]=[C:13]([O:18][CH3:19])[C:14]([O:16][CH3:17])=[CH:15][C:10]=1[CH:9]=[N:8][CH:4]([CH:1]([CH3:2])[CH3:3])[CH:5]([CH3:6])[CH3:7])([CH3:24])[CH3:23]. Procedure details: To a solution of (1-isopropyl-2-methyl-propyl)-(2,4,5-trimethoxy-benzylidene)-amine (1.024 g, 3.5 mmol) in 35 ml THF at −78° C. was added isopropyllithium (6.0 mL, 0.7 M in pentane) drop-wise over 5 minutes. The solution was allowed to stir 30 min at −78° C. After warming to room temperature over 45 minutes the mixture was quenched by the addition of 5 mL of 10% NH4Cl and concentrated in vacuo. 100 mL of H2O was added and the mixture was extracted with ethyl acetate, washed with H2O and then bri... The reactants are C(C)(=O)NC(C(=O)NCC1=CC=CC=C1)OCC (2-acetamido-2-ethoxy-N-benzylacetamide), B(Br)(Br)Br (BBr3). The solvent is C(Cl)Cl (CH2Cl2). Reaction conditions: time 3.5 hour. Product: C(C)(=O)NC(C(=O)NCC1=CC=CC=C1)Br (2-acetamido-2-bromo-N-benzylacetamide). Reaction SMILES: [C:1]([NH:4][CH:5](OCC)[C:6]([NH:8][CH2:9][C:10]1[CH:15]=[CH:14][CH:13]=[CH:12][CH:11]=1)=[O:7])(=[O:3])[CH3:2].B(Br)(Br)[Br:20]>C(Cl)Cl>[C:1]([NH:4][CH:5]([Br:20])[C:6]([NH:8][CH2:9][C:10]1[CH:15]=[CH:14][CH:13]=[CH:12][CH:11]=1)=[O:7])(=[O:3])[CH3:2]. Procedure: A solution of 2-acetamido-2-ethoxy-N-benzylacetamide (2.00 g, 8 mmol) in dry CH2Cl2 (200 mL) was stirred at room temperature as a solution of BBr3 (8.8 mL, 8.8 mmol, 1.0M in CH2Cl2) was introduced by means of a syringe under a nitrogen atmosphere. A white mist formed and after it disappeared, the N2 line was removed and the reaction sealed. The resulting yellow solution was stirred (3.5 h) and then concentrated in vacuo to give yellow crystals of α-acetamido-2-bromo-N-benzyl acetamido which was ... The reactants are [I-].C1(CCCC1)C[P+](C1=CC=CC=C1)(C1=CC=CC=C1)C1=CC=CC=C1 (cyclopentylmethyl triphenylphosphonium iodide), COC(C(=O)C1=CC(=C(C=C1)Cl)Cl)=O ((3,4-dichloro-phenyl)-oxo-acetic acid methyl ester), solution, C[Si](C)(C)[N-][Si](C)(C)C.[Na+] (sodium bis(trimethylsilyl)amide). Run in O1CCCC1 (tetrahydrofuran), O1CCCC1 (tetrahydrofuran). Conditions: temperature 0 celsius, time 45 minute. Product: hexanes ethyl acetate, COC(C(=CC1CCCC1)C1=CC(=C(C=C1)Cl)Cl)=O (cyclopentyl-2-(3,4-dichloro-phenyl)-acrylic acid methyl ester). Isolated yield 49.2%. As a reaction SMILES: [I-].[CH:2]1([CH2:7][P+](C2C=CC=CC=2)(C2C=CC=CC=2)C2C=CC=CC=2)[CH2:6][CH2:5][CH2:4][CH2:3]1.C[Si]([N-][Si](C)(C)C)(C)C.[Na+].[CH3:37][O:38][C:39](=[O:50])[C:40]([C:42]1[CH:47]=[CH:46][C:45]([Cl:48])=[C:44]([Cl:49])[CH:43]=1)=O>O1CCCC1>[CH3:37][O:38][C:39](=[O:50])[C:40]([C:42]1[CH:47]=[CH:46][C:45]([Cl:48])=[C:44]([Cl:49])[CH:43]=1)=[CH:7][CH:2]1[CH2:6][CH2:5][CH2:4][CH2:3]1 |f:0.1,2.3|. Procedure: A suspension of cyclopentylmethyl triphenylphosphonium iodide (prepared in Example 3, 3.95 g, 8.37 mmol) in dry tetrahydrofuran (10 mL) was cooled to 0° C. and then treated dropwise with a 1.0M solution of sodium bis(trimethylsilyl)amide (8.4 mL, 8.37 mmol). The bright orange reaction mixture was stirred at 0° C. for 45 min. The reaction mixture was then treated with a solution of (3,4-dichloro-phenyl)-oxo-acetic acid methyl ester (1.30 g, 5.58 mmol) in tetrahydrofuran (4 mL). The resulting reac... The reactants are ClC=1C=C(C=C2CN(C(C12)=O)CC1=CC=C(C=C1)C(F)(F)F)C#C (7-chloro-5-ethynyl-2-(4-trifluoromethyl-benzyl)-2,3-dihydro-isoindol-1-one), CCCCCC.C(C)(=O)OCC (hexane ethyl acetate), [H][H] (hydrogen). Reagents/catalysts: [Pd] (palladium on carbon). The solvent is C(C)O (ethanol). Product: ClC=1C=C(C=C2CN(C(C12)=O)CC1=CC=C(C=C1)C(F)(F)F)CC (7-chloro-5-ethyl-2-(4-trifluoromethyl-benzyl)-2,3-dihydro-isoindol-1-one). Isolated yield 42.4%. RXN SMILES: [Cl:1][C:2]1[CH:3]=[C:4]([C:23]#[CH:24])[CH:5]=[C:6]2[C:10]=1[C:9](=[O:11])[N:8]([CH2:12][C:13]1[CH:18]=[CH:17][C:16]([C:19]([F:22])([F:21])[F:20])=[CH:15][CH:14]=1)[CH2:7]2.[H][H].CCCCCC.C(OCC)(=O)C>[Pd].C(O)C>[Cl:1][C:2]1[CH:3]=[C:4]([CH2:23][CH3:24])[CH:5]=[C:6]2[C:10]=1[C:9](=[O:11])[N:8]([CH2:12][C:13]1[CH:14]=[CH:15][C:16]([C:19]([F:22])([F:20])[F:21])=[CH:17][CH:18]=1)[CH2:7]2 |f:2.3|. Procedure details: A mixture of 7-chloro-5-ethynyl-2-(4-trifluoromethyl-benzyl)-2,3-dihydro-isoindol-1-one (0.035 g, 0.1 mmol) and 10% palladium on carbon (20 mg) in ethanol (25 mL) was reduced under 45 p.s.i. hydrogen. Workup and silica gel column chromatography using combinations 3:1 hexane-ethyl acetate afforded 7-chloro-5-ethyl-2-(4-trifluoromethyl-benzyl)-2,3-dihydro-isoindol-1-one (0.015 g, 43%). 1H NMR (300 MHz, CDCl3): δ (ppm) 1.23 (t, 3H), 2.69 (q, 2H), 4.20 (s, 2H), 4.81 (s, 2H), 7.09 (s, 1H), 7.24 (d, 1...